From a dataset of the Open Reaction Database (ORD), a public repository of structured organic reaction records. describe an organic reaction: reactants, conditions, products, and yield Starting materials: FC1=C(CN(C2=C(C(=CC=C2)[N+](=O)[O-])C)CC2=CC=C(C=C2)O)C=CC(=C1)F (N-(2,4-difluorobenzyl)-N-(4-hydroxybenzyl)-2-methyl-3-nitroaniline), [H-].[Na+] (sodium hydride), C(C=CC1=CC=CC=C1)Br (cinnamyl bromide). Solvent: C(C)OCC (diethyl ether), CN(C)C=O (DMF). Conditions: time 10 minute. Yields the product FC1=C(CN(C2=C(C(=CC=C2)[N+](=O)[O-])C)CC2=CC=C(C=C2)OCC=CC2=CC=CC=C2)C=CC(=C1)F (N-(2,4-difluorobenzyl)-2-methyl-3-nitro-N-(4-{[3-phenyl-2-propenyl]oxy}benzyl)aniline). Reaction SMILES: [F:1][C:2]1[CH:27]=[C:26]([F:28])[CH:25]=[CH:24][C:3]=1[CH2:4][N:5]([CH2:16][C:17]1[CH:22]=[CH:21][C:20]([OH:23])=[CH:19][CH:18]=1)[C:6]1[CH:11]=[CH:10][CH:9]=[C:8]([N+:12]([O-:14])=[O:13])[C:7]=1[CH3:15].[H-].[Na+].[CH2:31](Br)[CH:32]=[CH:33][C:34]1[CH:39]=[CH:38][CH:37]=[CH:36][CH:35]=1>CN(C=O)C.C(OCC)C>[F:1][C:2]1[CH:27]=[C:26]([F:28])[CH:25]=[CH:24][C:3]=1[CH2:4][N:5]([CH2:16][C:17]1[CH:22]=[CH:21][C:20]([O:23][CH2:31][CH:32]=[CH:33][C:34]2[CH:39]=[CH:38][CH:37]=[CH:36][CH:35]=2)=[CH:19][CH:18]=1)[C:6]1[CH:11]=[CH:10][CH:9]=[C:8]([N+:12]([O-:14])=[O:13])[C:7]=1[CH3:15] |f:1.2|. Procedure: The product from Example 33A (0.1 g, 26 mmoles) in DMF (0.65 mL) was treated with sodium hydride (0.011 g, 0.26 mmoles). After 10 minutes, the reaction mixture was treated with cinnamyl bromide (0.10 g, 0.52 mmoles) and shaken overnight. The mixture was diluted with diethyl ether (50 mL), washed with saturated ammonium chloride (50 mL) and water (2×50 mL), brine (50 mL), dried (Na2SO4), filtered and the filtrate concentrated under reduced pressure to provide the title compound which was used in ... Starting materials: FC(C(=O)O)(F)F (trifluoroacetic acid), ClC1=C(C(=O)NC2=C(C(=O)OC(C)(C)C)C=CC(=C2)OC2=CC=CC=C2)C(=CC=C1)Cl (tert-butyl 2-(2,6-dichlorobenzamido)-4-phenoxybenzoate). Conditions: time 1 hour. The product is ClC1=C(C(=O)NC2=C(C(=O)O)C=CC(=C2)OC2=CC=CC=C2)C(=CC=C1)Cl (2-(2,6-dichlorobenzamido)-4-phenoxybenzoic acid). RXN SMILES: FC(F)(F)C(O)=O.[Cl:8][C:9]1[CH:37]=[CH:36][CH:35]=[C:34]([Cl:38])[C:10]=1[C:11]([NH:13][C:14]1[CH:26]=[C:25]([O:27][C:28]2[CH:33]=[CH:32][CH:31]=[CH:30][CH:29]=2)[CH:24]=[CH:23][C:15]=1[C:16]([O:18]C(C)(C)C)=[O:17])=[O:12]>>[Cl:8][C:9]1[CH:37]=[CH:36][CH:35]=[C:34]([Cl:38])[C:10]=1[C:11]([NH:13][C:14]1[CH:26]=[C:25]([O:27][C:28]2[CH:33]=[CH:32][CH:31]=[CH:30][CH:29]=2)[CH:24]=[CH:23][C:15]=1[C:16]([OH:18])=[O:17])=[O:12]. Procedure details: 3.0 mL of trifluoroacetic acid was added to the obtained tert-butyl 2-(2,6-dichlorobenzamido)-4-phenoxybenzoate and stirred at room temperature for 1 hour. The solvent was evaporated under reduced pressure and diisopropyl ether was added to the obtained residue and a solid substance was separated by filtration to obtain 70 mg of 2-(2,6-dichlorobenzamido)-4-phenoxybenzoic acid as white solid. Reactants: [OH-].[Na+] (NaOH), FC=1C=CC(=C2C=CCOC21)C(=O)OC (Methyl 8-fluoro-2H-1-benzopyran-5-carboxylate). Solvent: O (H2O), C(C)O (ethanol). Product: yellowish solid, FC=1C=CC(=C2C=CCOC21)C(=O)O (8-Fluoro-2H-1-benzopyran-5-carboxylic acid). The yield is 97.0%. Reaction SMILES: [F:1][C:2]1[CH:3]=[CH:4][C:5]([C:12]([O:14]C)=[O:13])=[C:6]2[C:11]=1[O:10][CH2:9][CH:8]=[CH:7]2.[OH-].[Na+]>C(O)C.O>[F:1][C:2]1[CH:3]=[CH:4][C:5]([C:12]([OH:14])=[O:13])=[C:6]2[C:11]=1[O:10][CH2:9][CH:8]=[CH:7]2 |f:1.2|. Procedure: Methyl 8-fluoro-2H-1-benzopyran-5-carboxylate (7.36 g, 35.4 mmol) was dissolved in absolute ethanol (220 mL), NaOH (2.0 g, 49.6 mmol) in H2O (25 mL), was added thereto, and the reaction mixture was refluxed for 1.5 hour. The reaction mixture was cooled and the solvent was removed in vacuo. The yellow solid was dissolved in H2O (150 mL), active charcoal was added and then filtered off. The resulting light-coloured liquid was washed with diethyl ether, the aqueous solution was made acidic with 2 M... Reactants: Cc1ccccc1C(C(=O)O)N1CCN(C(=O)OC(C)(C)C)CC1, CCOP(=O)(C#N)OCC, CCNCC, CCOC(C)=O, CN(C)C=O. Product: CCN(CC)C(=O)C(c1ccccc1C)N1CCN(C(=O)OC(C)(C)C)CC1. As a reaction SMILES: [C:1]([CH3:2])([CH3:3])([CH3:4])[O:5][C:6](=[O:7])[N:8]1[CH2:9][CH2:10][N:11]([CH:14]([c:15]2[c:16]([CH3:21])[cH:17][cH:18][cH:19][cH:20]2)[C:22](=[O:23])[OH:24])[CH2:12][CH2:13]1.[C:25]([P:26](=[O:27])([O:28][CH2:29][CH3:30])[O:31][CH2:32][CH3:33])#[N:34].[CH2:35]([CH3:36])[NH:37][CH2:38][CH3:39].[CH3:45][CH2:46][O:47][C:48]([CH3:49])=[O:50].[O:40]=[CH:41][N:42]([CH3:43])[CH3:44]>>[C:1]([CH3:2])([CH3:3])([CH3:4])[O:5][C:6](=[O:7])[N:8]1[CH2:9][CH2:10][N:11]([CH:14]([c:15]2[c:16]([CH3:21])[cH:17][cH:18][cH:19][cH:20]2)[C:22](=[O:23])[N:37]([CH2:35][CH3:36])[CH2:38][CH3:39])[CH2:12][CH2:13]1.